describe an organic reaction: reactants, conditions, products, and yield From a dataset of the Open Reaction Database (ORD), a public repository of structured organic reaction records. Reactants: water ice, FC=1C=C(C(=NC1)N)C#CC (5-Fluoro-3-prop-1-ynyl-pyridin-2-ylamine), solution, CC(C)([O-])C.[K+] (potassium tert-butoxide). The yield is 66.0%. Product: FC=1C=C2C(=NC1)NC(=C2)C (5-Fluoro-2-methyl-1H-pyrrolo[2,3-b]pyridine), solid. The solvent is C(C)(C)(C)O (tert-butanol). Procedure details: 5-Fluoro-3-prop-1-ynyl-pyridin-2-ylamine (14.0 g, 90.0 mmol) was treated with a 1M solution of potassium tert-butoxide in tert-butanol (150 mL) and the reaction mixture was heated at 85 OC for 1 hour. The mixture was then allowed to cool to ambient temperature and poured onto a 1:1 mixture of water/ice (ca. 1 L). The resultant precipitate was collected by filtration, washed with water and left to air dry. The resultant solid was dissolved in dichloromethane, dried (Na2SO4), filtered and evaporat... As a reaction SMILES: [F:1][C:2]1[CH:3]=[C:4]([C:9]#[C:10][CH3:11])[C:5]([NH2:8])=[N:6][CH:7]=1.CC(C)([O-])C.[K+]>C(O)(C)(C)C>[F:1][C:2]1[CH:3]=[C:4]2[CH:9]=[C:10]([CH3:11])[NH:8][C:5]2=[N:6][CH:7]=1 |f:1.2|. Reactants: S(C)C (Me2S), C(=O)NC=1C(=CC2=C([C@H](CN(CC2)C)C2=CC=CC=C2)C1)Cl ((R)-8-Formamido-7-chloro-3-methyl-1-phenyl-2,3,4,5-tetrahydro-1H-3-benzazepine). Run in C1CCOC1 (THF), C1CCOC1 (THF). Run at time 8 hour. Yields the product CNC=1C(=CC2=C([C@H](CN(CC2)C)C2=CC=CC=C2)C1)Cl ((R)-8-Methylamino-7-chloro-3-methyl-1-phenyl-2,3,4,5-tetrahydro-1H-3-benzazepine). As a reaction SMILES: S(C)C.[CH:4]([NH:6][C:7]1[C:8]([Cl:25])=[CH:9][C:10]2[CH2:16][CH2:15][N:14]([CH3:17])[CH2:13][C@H:12]([C:18]3[CH:23]=[CH:22][CH:21]=[CH:20][CH:19]=3)[C:11]=2[CH:24]=1)=O>C1COCC1>[CH3:4][NH:6][C:7]1[C:8]([Cl:25])=[CH:9][C:10]2[CH2:16][CH2:15][N:14]([CH3:17])[CH2:13][C@H:12]([C:18]3[CH:19]=[CH:20][CH:21]=[CH:22][CH:23]=3)[C:11]=2[CH:24]=1. Procedure details: Me2S in THF (13.25 ml) was added dropwise to the product obtained in Example III (2.55 g, 0.008 mol) dissolved in 30 ml of THF with stirring and cooling in an ice bath. The ice bath was removed and the mixture was heated to reflux for 3.5 hours. The mixture was left to stand at room temperature overnight. Ethanolic HCl was added dropwise to the mixture with cooling (ice bath) and stirring until a pH of 1.5 was reached. The mixture was heated to reflux for one hour and then the solvent was remove... The reactants are CC(C)(C)OC(=O)CCC1(C(=O)O)CCCC1, C1CCOC1, [Li]CCCC, COCC(=O)OC, COC(C)(C)C, CC(C)NC(C)C, Cl, O. Yields the product COCCC(CC1(C(=O)O)CCCC1)C(=O)OC(C)(C)C. As a reaction SMILES: [C:13]([CH3:14])([CH3:15])([CH3:16])[O:17][C:18]([CH2:19][CH2:20][C:21]1([C:26](=[O:27])[OH:28])[CH2:22][CH2:23][CH2:24][CH2:25]1)=[O:29].[CH2:38]1[O:39][CH2:40][CH2:41][CH2:42]1.[CH2:8]([Li:9])[CH2:10][CH2:11][CH3:12].[CH3:30][O:31][CH2:32][C:33]([O:34][CH3:35])=[O:36].[CH3:44][O:45][C:46]([CH3:47])([CH3:48])[CH3:49].[CH:1]([NH:2][CH:3]([CH3:4])[CH3:5])([CH3:6])[CH3:7].[ClH:37].[OH2:43]>>[C:13]([CH3:14])([CH3:15])([CH3:16])[O:17][C:18]([CH:19]([CH2:20][C:21]1([C:26](=[O:27])[OH:28])[CH2:22][CH2:23][CH2:24][CH2:25]1)[CH2:33][CH2:32][O:31][CH3:30])=[O:29]. Starting materials: COC=1C=C(C=CC1OC)CCNC(C(=COCC#C)C1=CC=2CCCCC2C=C1)=O (N-[2-(3,4-dimethoxyphenyl)ethyl]-3-(2-propynyloxy)-2-(5,6,7,8-tetrahydronaphthalen-2-yl)acrylamide), [F-].C(CCC)[N+](CCCC)(CCCC)CCCC (tetrabutylammonium fluoride), C([O-])([O-])=O.[K+].[K+] (potassium carbonate), C(Cl)(Cl)(Cl)Cl (carbon tetrachloride). The solvent is O (Water). Product: ClC#CCOC=C(C(=O)NCCC1=CC(=C(C=C1)OC)OC)C1=CC=2CCCCC2C=C1 (3-(3-chloro-2-propynyloxy)-N-[2-(3,4-dimethoxyphenyl)ethyl]-2-(5,6,7,8-tetrahydronaphthalen-2-yl)acrylamide). As a reaction SMILES: [CH3:1][O:2][C:3]1[CH:4]=[C:5]([CH2:11][CH2:12][NH:13][C:14](=[O:31])[C:15]([C:21]2[CH:30]=[CH:29][C:28]3[CH2:27][CH2:26][CH2:25][CH2:24][C:23]=3[CH:22]=2)=[CH:16][O:17][CH2:18][C:19]#[CH:20])[CH:6]=[CH:7][C:8]=1[O:9][CH3:10].[F-].C([N+](CCCC)(CCCC)CCCC)CCC.C(=O)([O-])[O-].[K+].[K+].C(Cl)(Cl)(Cl)[Cl:57]>O>[Cl:57][C:20]#[C:19][CH2:18][O:17][CH:16]=[C:15]([C:21]1[CH:30]=[CH:29][C:28]2[CH2:27][CH2:26][CH2:25][CH2:24][C:23]=2[CH:22]=1)[C:14]([NH:13][CH2:12][CH2:11][C:5]1[CH:6]=[CH:7][C:8]([O:9][CH3:10])=[C:3]([O:2][CH3:1])[CH:4]=1)=[O:31] |f:1.2,3.4.5|. Procedure: Three hundred milligrams (300 mg) of N-[2-(3,4-dimethoxyphenyl)ethyl]-3-(2-propynyloxy)-2-(5,6,7,8-tetrahydronaphthalen-2-yl)acrylamide (0.716 mmol), 20 mg (0.0766 mmol) of tetrabutylammonium fluoride, 100 mg (0.716 mmol) of potassium carbonate and 2 ml of carbon tetrachloride were mixed and stirred at room temperature. Water was added to the reaction mixture, which was followed by extracted with ethyl acetate, washed with 5% hydrochrolic acid and saturated brine subsequently, dried over anhydro... Reactants: NC1=CC=C(C(=N1)C(=O)OC)OC1=NC(=CC(=N1)OC)OC (methyl 6-amino-3-[(4,6-dimethoxypyrimidin-2-yl)oxy]picolinate), C1(=CC=CC=C1)N=C=O (phenyl isocyanate), N12CCN(CC1)CC2 (1,4-diazabicyclo-[2.2.2]-octane). Run in CCC(=O)C (MEK). Yields the product COC1=NC(=NC(=C1)OC)OC=1C(=NC(=CC1)NC(NC1=CC=CC=C1)=O)C(=O)OC (methyl 3-[(4,6-dimethoxypyrimidin-2-yl)oxy]-6-(N-phenylcarbamoylamino)picolinate). Yield: 71.1%. Reaction SMILES: [NH2:1][C:2]1[N:7]=[C:6]([C:8]([O:10][CH3:11])=[O:9])[C:5]([O:12][C:13]2[N:18]=[C:17]([O:19][CH3:20])[CH:16]=[C:15]([O:21][CH3:22])[N:14]=2)=[CH:4][CH:3]=1.[C:23]1([N:29]=[C:30]=[O:31])[CH:28]=[CH:27][CH:26]=[CH:25][CH:24]=1.N12CCN(CC1)CC2>CCC(C)=O>[CH3:22][O:21][C:15]1[CH:16]=[C:17]([O:19][CH3:20])[N:18]=[C:13]([O:12][C:5]2[C:6]([C:8]([O:10][CH3:11])=[O:9])=[N:7][C:2]([NH:1][C:30](=[O:31])[NH:29][C:23]3[CH:28]=[CH:27][CH:26]=[CH:25][CH:24]=3)=[CH:3][CH:4]=2)[N:14]=1. Reported procedure: 2 g (6.5 mmol) of methyl 6-amino-3-[(4,6-dimethoxypyrimidin-2-yl)oxy]picolinate, 0.77 g (7.15 mmol) of phenyl isocyanate and a catalytic amount of crystals of 1,4-diazabicyclo-[2.2.2]-octane were added to 50 ml of MEK, and the mixture was stirred and refluxed for 4 hours. After completion of the reaction, the product was filtered and washed with MEK to obtain the desired product as colorless transparent crystals. Reactants: O=C1CCC(=O)N1Br, ClC(Cl)(Cl)Cl, Cc1ncc2ccccc2c1C#N. The product is N#Cc1c(CBr)ncc2ccccc12. Reaction SMILES: [Br:14][N:15]1[C:16](=[O:17])[CH2:18][CH2:19][C:20]1=[O:21].[C:22]([Cl:23])([Cl:24])([Cl:25])[Cl:26].[CH3:1][c:2]1[n:3][cH:4][c:5]2[cH:6][cH:7][cH:8][cH:9][c:10]2[c:11]1[C:12]#[N:13]>>[CH2:1]([c:2]1[n:3][cH:4][c:5]2[cH:6][cH:7][cH:8][cH:9][c:10]2[c:11]1[C:12]#[N:13])[Br:14]. Starting materials: CC(=O)[O-], CN1CCCC1=O, CCOC(C)=O, Fc1ccc(-c2cc(Cl)c3sccc3n2)cc1, NC(=O)C1CCNCC1, [Na+]. RXN SMILES: [CH3:28][C:29](=[O:30])[O-:31].[CH3:32][N:33]1[CH2:34][CH2:35][CH2:36][C:37]1=[O:38].[CH3:39][CH2:40][O:41][C:42](=[O:43])[CH3:44].[Cl:1][c:2]1[c:3]2[c:4]([n:5][c:6](-[c:8]3[cH:9][cH:10][c:11]([F:14])[cH:12][cH:13]3)[cH:7]1)[cH:15][cH:16][s:17]2.[NH:18]1[CH2:19][CH2:20][CH:21]([C:22](=[O:23])[NH2:24])[CH2:25][CH2:26]1.[Na+:27]>>[c:2]1([N:18]2[CH2:19][CH2:20][CH:21]([C:22](=[O:23])[NH2:24])[CH2:25][CH2:26]2)[c:3]2[c:4]([n:5][c:6](-[c:8]3[cH:9][cH:10][c:11]([F:14])[cH:12][cH:13]3)[cH:7]1)[cH:15][cH:16][s:17]2. Product: NC(=O)C1CCN(c2cc(-c3ccc(F)cc3)nc3ccsc23)CC1. Reactants: C(C)N1C=CC2=CC=CC=C12 (1-ethylindole), [Cl-].ClC1=C(C=[N+](C)C)C(=CC=C1)F ((2-chloro-6-fluoro-benzylidene)-dimethyl-ammonium chloride), ClC1=C(C=O)C(=CC=C1)F (2-chloro-6-fluoro-benzaldehyde), CNC (dimethylamine). The product is ClC1=C(C(=CC=C1)F)C(C1=C(N(C2=CC=CC=C12)CC)C1=CC=CC=C1)N(C)C ([(2-Chloro-6-fluoro-phenyl)-(1-ethyl-2-phenyl-1H-indol-3-yl)-methyl]-dimethylamine). As a reaction SMILES: [CH2:1]([N:3]1[C:11]2[C:6](=[CH:7][CH:8]=[CH:9][CH:10]=2)[CH:5]=[CH:4]1)[CH3:2].[Cl-].[Cl:13][C:14]1[CH:23]=[CH:22][CH:21]=[C:20]([F:24])[C:15]=1[CH:16]=[N+:17]([CH3:19])[CH3:18].Cl[C:26]1[CH:33]=[CH:32][CH:31]=[C:30](F)[C:27]=1C=O.CNC>>[Cl:13][C:14]1[CH:23]=[CH:22][CH:21]=[C:20]([F:24])[C:15]=1[CH:16]([N:17]([CH3:19])[CH3:18])[C:5]1[C:6]2[C:11](=[CH:10][CH:9]=[CH:8][CH:7]=2)[N:3]([CH2:1][CH3:2])[C:4]=1[C:26]1[CH:33]=[CH:32][CH:31]=[CH:30][CH:27]=1 |f:1.2|. Procedure: The preparation was carried out in accordance with general synthesis instructions 4 from 1-ethylindole and (2-chloro-6-fluoro-benzylidene)-dimethyl-ammonium chloride, which had been prepared in accordance with example 24 from 2-chloro-6-fluoro-benzaldehyde and dimethylamine. Starting materials: BrC1=C(OC(C(=O)OCC)C)C=CC(=C1)F (ethyl 2-(2-bromo-4-fluorophenoxy)propionate), [H-].C(C(C)C)[Al+]CC(C)C (diisobutylaluminum hydride). The solvent is C1(=CC=CC=C1)C (toluene). Conditions: temperature -78 celsius, time 20 minute. Yields the product BrC1=C(OC(C=O)C)C=CC(=C1)F (2-(2-bromo-4-fluorophenoxy)propionaldehyde). The yield is 102.6%. As a reaction SMILES: [Br:1][C:2]1[CH:15]=[C:14]([F:16])[CH:13]=[CH:12][C:3]=1[O:4][CH:5]([CH3:11])[C:6](OCC)=[O:7].[H-].C([Al+]CC(C)C)C(C)C>C1(C)C=CC=CC=1>[Br:1][C:2]1[CH:15]=[C:14]([F:16])[CH:13]=[CH:12][C:3]=1[O:4][CH:5]([CH3:11])[CH:6]=[O:7] |f:1.2|. Reported procedure: A solution of 19.4 gm (66.7 mmol) ethyl 2-(2-bromo-4-fluorophenoxy)propionate in 400 mL toluene was cooled to −78° C. at which point 100 mL (100 mMol) diisobutylaluminum hydride (1 M in toluene) were added dropwise over 35 minutes. The reaction mixture was stirred at −78° C. for an additional 20 minutes after the addition was complete and then the reaction was quenched by the addition of methanol. The reaction mixture was warmed to room temperature and then treated with saturated aqueous sodium ... Reactants: CC(C)CC1COc2cc([N+](=O)[O-])ccc2N1CC(F)(F)F, CCOC(C)=O. The product is CC(C)CC1COc2cc(N)ccc2N1CC(F)(F)F. Reaction SMILES: [CH2:1]([CH:2]([CH3:3])[CH3:4])[CH:5]1[CH2:6][O:7][c:8]2[c:9]([cH:16][cH:17][c:18]([N+:20]([O-:21])=[O:22])[cH:19]2)[N:10]1[CH2:11][C:12]([F:13])([F:14])[F:15].[CH3:23][CH2:24][O:25][C:26](=[O:27])[CH3:28]>>[CH2:1]([CH:2]([CH3:3])[CH3:4])[CH:5]1[CH2:6][O:7][c:8]2[c:9]([cH:16][cH:17][c:18]([NH2:20])[cH:19]2)[N:10]1[CH2:11][C:12]([F:13])([F:14])[F:15].